The task is: describe an organic reaction: reactants, conditions, products, and yield. This data is from the Open Reaction Database (ORD), a public repository of structured organic reaction records. Starting materials: COC(C(NS(=O)(=O)NC(=O)OCC1=CC=CC=C1)C(C)C)=O (N-(carbobenzyloxyaminosulfonyl)-DL-valine methyl ester), CO (methanol). The reagents and catalysts are [Pd] (Pd/C). Reaction conditions: time 2 hour. Product: COC(C(CCC)NS(=O)(=O)N)=O (2-(aminosulfonylamino) pentanoic acid methyl ester). Yield: 96.0%. As a reaction SMILES: [CH3:1][O:2][C:3](=[O:23])[CH:4]([CH:20]([CH3:22])C)[NH:5][S:6]([NH:9]C(OCC1C=CC=CC=1)=O)(=[O:8])=[O:7].[CH3:24]O>[Pd]>[CH3:1][O:2][C:3](=[O:23])[CH:4]([NH:5][S:6]([NH2:9])(=[O:7])=[O:8])[CH2:20][CH2:22][CH3:24]. Procedure: A solution of N-(carbobenzyloxyaminosulfonyl)-DL-valine methyl ester (28.5 g) in methanol (200 ml) under nitrogen was cooled to 0° C. and 1.8 g of 10% Pd/C was added. The mixture was placed into a Parr Apparatus and hydrogenated for 2 hours. The catalyst was removed on a pad of CELITE® and the filtrate was concentrated in vacuo and purified by flash silica gel chromatography (ethyl acetate/hexane, 1:1) to afford 17.2 g (96%) of N-(aminosulfonyl)-DL-valine methyl ester (Formula VII: R=CH3 ; R1 =H... Reactants: CC1(C2(C(=O)/C(=C(\O)/C(F)(F)F)/C1CC2)C)C.CC1(C2(C(=O)/C(=C(\O)/C(F)(F)F)/C1CC2)C)C.CC1(C2(C(=O)/C(=C(\O)/C(F)(F)F)/C1CC2)C)C.[Eu] (Eu(TFC)3), C1(CCCCC1)N=C=NC1CCCCC1 (dicyclohexylcarbodiimide), monomethyl (2R,2S)-2,3-oxirandicarboxylate, C(C)(C)(C)OC(CNC1=CC=C(C=C1)OC)=O (t-butyl-N-(4-methoxyphenyl)glycinate). Run in C1CCOC1 (THF), C1CCOC1 (THF). Conditions: time 30 minute. Product: C(C)(C)(C)OC(=O)CN(C([C@H]1[C@H](O1)C(=O)OC)=O)C1=CC=C(C=C1)OC ((2R, 3S)-N-(t-butoxycarbonylmethyl)-N-(4-methoxyphenyl)-3-methoxycarbonyl-2,3-epoxypropionamide). RXN SMILES: C1(N=C=NC2CCCCC2)CCCCC1.[C:16]([O:20][C:21](=[O:32])[CH2:22][NH:23][C:24]1[CH:29]=[CH:28][C:27]([O:30][CH3:31])=[CH:26][CH:25]=1)([CH3:19])([CH3:18])[CH3:17].CC1(C)C2CCC1(C)[C:36](/[C:38]/2=[C:39](/[C:41](F)(F)F)\[OH:40])=[O:37].CC1(C)C2CCC1(C)[C:53](/C/2=C(/C(F)(F)F)\O)=[O:54].CC1(C)C2CCC1(C)C(/C/2=C(/C(F)(F)F)\O)=[O:71].[Eu]>C1COCC1>[C:16]([O:20][C:21]([CH2:22][N:23]([C:24]1[CH:25]=[CH:26][C:27]([O:30][CH3:31])=[CH:28][CH:29]=1)[C:36](=[O:37])[C@@H:38]1[O:40][C@@H:39]1[C:41]([O:54][CH3:53])=[O:71])=[O:32])([CH3:19])([CH3:18])[CH3:17] |f:2.3.4.5|. Procedure details: A solution of 188.0 g (0.88 mol) of dicyclohexylcarbodiimide in 300 ml of THF was added dropwise, within 15 minutes, to a solution of 129.0 g (0.88 mol) of monomethyl (2R,2S)-2,3-oxirandicarboxylate and 196.0 g (0.8 mol) of t-butyl-N-(4-methoxyphenyl)glycinate [M. Shiozaki et al., Tetrahedron 40, 1795, (1984)] in 1100 ml of THF. The mixture was subsequently stirred for a further 30 minutes at room temperature, the resultant precipitate was separated off by filtration, and the filtrate solution w... The reactants are NC1=C(C=CC=C1)CN(N)C1=CC=C(C=C1)Cl (1-[(2-aminophenyl)methyl]-1-(4-chlorophenyl)hydrazine), C(C(C)C)(OCC)(OCC)OCC (triethyl orthoisobutyrate). Solvent: C(C)#N (acetonitrile), Cl (HCl), CCOCC (ether). Yields the product Cl.ClC1=CC=C(C=C1)N1NC(=NC2=C(C1)C=CC=C2)C(C)C (4,5-dihydro-4-(4-chlorophenyl)-2-(isopropyl)-3H-1,3,4-benzotriazepine hydrochloride). Isolated yield 122.8%. Reaction SMILES: [NH2:1][C:2]1[CH:7]=[CH:6][CH:5]=[CH:4][C:3]=1[CH2:8][N:9]([C:11]1[CH:16]=[CH:15][C:14]([Cl:17])=[CH:13][CH:12]=1)[NH2:10].[C:18](OCC)(OCC)(OCC)[CH:19]([CH3:21])[CH3:20]>C(#N)C.Cl.CCOCC>[ClH:17].[Cl:17][C:14]1[CH:15]=[CH:16][C:11]([N:9]2[CH2:8][C:3]3[CH:4]=[CH:5][CH:6]=[CH:7][C:2]=3[N:1]=[C:18]([CH:19]([CH3:21])[CH3:20])[NH:10]2)=[CH:12][CH:13]=1 |f:5.6|. Procedure details: To a mixture of 3 g (0.012 m) of 1-[(2-aminophenyl)methyl]-1-(4-chlorophenyl)hydrazine of Example 12b and 3.56 g (0.024 m) of triethyl orthoisobutyrate in 50 ml of acetonitrile, sufficient ethereal HCl was added to make the mixture acidic. The mixture was refluxed overnight (about 16 hours), cooled and the product filtered off as the hydrochloride salt. Recrystallization by suspending the product in ethanol, adding sufficient methanol to afford a solution and diluting with anhydrous ether gave 2... Run at temperature 50 celsius, time 3 hour. The solvent is O (water). The reactants are C([O-])([O-])=O.[K+].[K+] (Potassium carbonate), N1CCOCC1 (morpholine), ClCCCOC1=CC=2C3=C(C(=NC2C=C1)N)N=C(N3CCC)COC (8-(3-chloropropoxy)-2-methoxymethyl-1-propyl-1H-imidazo[4,5-c]quinolin-4-amine), CN(C)C=O (DMF). RXN SMILES: C(=O)([O-])[O-].[K+].[K+].[NH:7]1[CH2:12][CH2:11][O:10][CH2:9][CH2:8]1.Cl[CH2:14][CH2:15][CH2:16][O:17][C:18]1[CH:27]=[CH:26][C:25]2[N:24]=[C:23]([NH2:28])[C:22]3[N:29]=[C:30]([CH2:35][O:36][CH3:37])[N:31]([CH2:32][CH2:33][CH3:34])[C:21]=3[C:20]=2[CH:19]=1.CN(C=O)C>O>[CH3:37][O:36][CH2:35][C:30]1[N:31]([CH2:32][CH2:33][CH3:34])[C:21]2[C:20]3[CH:19]=[C:18]([O:17][CH2:16][CH2:15][CH2:14][N:7]4[CH2:12][CH2:11][O:10][CH2:9][CH2:8]4)[CH:27]=[CH:26][C:25]=3[N:24]=[C:23]([NH2:28])[C:22]=2[N:29]=1 |f:0.1.2|. The yield is 9.1%. Yields the product COCC=1N(C2=C(C(=NC=3C=CC(=CC23)OCCCN2CCOCC2)N)N1)CCC (2-methoxymethyl-8-(3-morpholin-4-ylpropoxy)-1-propyl-1H-imidazo[4,5-c]quinolin-4-amine). Procedure details: Potassium carbonate (530 mg, 3.84 mmol), morpholine (92 mg, 1.06 mmol), and 8-(3-chloropropoxy)-2-methoxymethyl-1-propyl-1H-imidazo[4,5-c]quinolin-4-amine (350 mg, 0.96 mmol) were added to 15 mL of DMF and heated to 50° C. for 18 hours. Analysis by LC/MS indicated the presence of two peaks and the reaction mixture was cooled and poured into 500 mL of deionized water. After three hours, no precipitation was observed. Sodium chloride (250 g) was added to the mixture and the mixture was stirred vig... The reactants are [BH4-], CO, [Na+], COC(=O)CCCc1ccc(C(=O)Cc2ccccc2)cc1. Product: COC(=O)CCCc1ccc(C(O)Cc2ccccc2)cc1. RXN SMILES: [BH4-:23].[CH3:25][OH:26].[Na+:24].[c:1]1([CH2:7][C:8](=[O:9])[c:10]2[cH:11][cH:12][c:13]([CH2:16][CH2:17][CH2:18][C:19](=[O:20])[O:21][CH3:22])[cH:14][cH:15]2)[cH:2][cH:3][cH:4][cH:5][cH:6]1>>[c:1]1([CH2:7][CH:8]([OH:9])[c:10]2[cH:11][cH:12][c:13]([CH2:16][CH2:17][CH2:18][C:19](=[O:20])[O:21][CH3:22])[cH:14][cH:15]2)[cH:2][cH:3][cH:4][cH:5][cH:6]1. Starting materials: BrC1=C(C=CC(=C1)CC)F (2-Bromo-4-ethyl-1-fluorobenzene), C(CCC)[Li] (n-butyllithium), CCCCCC (hexane), COB(OC)OC (trimethylborate). Solvent: C1CCOC1 (THF). Reaction conditions: time 1 hour. The product is C(C)C=1C=CC(=C(C1)B(O)O)F (5-Ethyl-2-fluorophenylboronic acid). Isolated yield 66.0%. Reaction SMILES: Br[C:2]1[CH:7]=[C:6]([CH2:8][CH3:9])[CH:5]=[CH:4][C:3]=1[F:10].C([Li])CCC.CCCCCC.C[O:23][B:24](OC)[O:25]C>C1COCC1>[CH2:8]([C:6]1[CH:5]=[CH:4][C:3]([F:10])=[C:2]([B:24]([OH:25])[OH:23])[CH:7]=1)[CH3:9]. Reported procedure: To 84B (550 mg, 2.3 mmol) in THF (10 mL) was added 1.6 M n-butyllithium in hexane (2.2 ml, 3.5 mmol) at −78° C. After stirring for 1 h, trimethylborate (0.52 mL, 4.6 mmol) was introduced at −78° C. The reaction mixture was warmed up to rt overnight. It was then quenched by 1.0 N HCl (10 mL) and extracted with EtOAc (3×30 mL). The combined organic layers were washed with brine, dried over MgSO4, and concentrated. The crude product was purified by column chromatography to give 255 mg white solid o... The reactants are ClC1=NC=C(C(=N1)NC1=CC2=C(C=C1)OCCO2)F (2-chloro-N4-(3,4-ethylenedioxyphenyl)-5-fluoro-4-pyrimidineamine), C(C)(C)C1=CC=C(N)C=C1 (4-isopropylaniline). Product: C1OC=2C=C(C=CC2OC1)NC1=NC(=NC=C1F)NC1=CC=C(C=C1)C(C)C (N4-(3,4-ethylenedioxyphenyl)-5-fluoro-N2-(4-isopropylphenyl)-2,4-pyrimidinediamine). As a reaction SMILES: Cl[C:2]1[N:7]=[C:6]([NH:8][C:9]2[CH:14]=[CH:13][C:12]3[O:15][CH2:16][CH2:17][O:18][C:11]=3[CH:10]=2)[C:5]([F:19])=[CH:4][N:3]=1.[CH:20]([C:23]1[CH:29]=[CH:28][C:26]([NH2:27])=[CH:25][CH:24]=1)([CH3:22])[CH3:21]>>[CH2:17]1[CH2:16][O:15][C:12]2[CH:13]=[CH:14][C:9]([NH:8][C:6]3[C:5]([F:19])=[CH:4][N:3]=[C:2]([NH:27][C:26]4[CH:28]=[CH:29][C:23]([CH:20]([CH3:22])[CH3:21])=[CH:24][CH:25]=4)[N:7]=3)=[CH:10][C:11]=2[O:18]1. Procedure: In like manner to the preparation of N4-(3,4-ethylenedioxyphenyl)-5-fluoro-N2-(3-hydroxyphenyl)-2,4-pyrimidinediamine, the reaction of 2-chloro-N4-(3,4-ethylenedioxyphenyl)-5-fluoro-4-pyrimidineamine with 4-isopropylaniline gave N4-(3,4-ethylenedioxyphenyl)-5-fluoro-N2-(4-isopropylphenyl)-2,4-pyrimidinediamine. 1H NMR (DMSO-d6): δ 10.30 (s, 1H), 10.50 (s, 1H), 8.22 (d, 1H, J=5.4 Hz), 7.37 (d, 1H, J=8.4 Hz), 7.26 (d, 1H, J=3 Hz), 7.18 (s, 1H), 7.15 (s, 1H), 7.06 (dd, 1H, J=3.3 and 8.7 Hz), 6.81 (... Reactants: C(C)(C)(C)OC(=O)N1[C@@H](CC(C1)=NOC)C(=O)O ((2S,4EZ)-1-(tert-butoxycarbonyl)-4-(methoxyimino)-2-pyrrolidinecarboxylic acid), C1(=CC=C(C=C1)C(=O)Cl)C1=CC=CC=C1 ([1,1′-biphenyl]-4-carbonyl chloride), O1C(=CC=C1)CN (2-furylmethylamine). Yields the product C1(=CC=C(C=C1)C(=O)N1[C@@H](CC(C1)=NOC)C(=O)NCC=1OC=CC1)C1=CC=CC=C1 ((2S,4EZ)-1-([1,1′-biphenyl]-4-ylcarbonyl)-N-(2-furylmethyl)-4-(methoxy-imino)-2-pyrrolidinecarboxamide). RXN SMILES: C(O[C:6]([N:8]1[CH2:12][C:11](=[N:13][O:14][CH3:15])[CH2:10][C@H:9]1[C:16]([OH:18])=O)=[O:7])(C)(C)C.[C:19]1([C:28]2[CH:33]=[CH:32][CH:31]=[CH:30][CH:29]=2)[CH:24]=[CH:23][C:22](C(Cl)=O)=[CH:21][CH:20]=1.[O:34]1[CH:38]=[CH:37][CH:36]=[C:35]1[CH2:39][NH2:40]>>[C:28]1([C:19]2[CH:20]=[CH:21][CH:22]=[CH:23][CH:24]=2)[CH:29]=[CH:30][C:31]([C:6]([N:8]2[CH2:12][C:11](=[N:13][O:14][CH3:15])[CH2:10][C@H:9]2[C:16]([NH:40][CH2:39][C:35]2[O:34][CH:38]=[CH:37][CH:36]=2)=[O:18])=[O:7])=[CH:32][CH:33]=1. Procedure: Following the general method as outlined in Example 22, starting from (2S,4EZ)-1-(tert-butoxycarbonyl)-4-(methoxyimino)-2-pyrrolidinecarboxylic acid, [1,1′-biphenyl]-4-carbonyl chloride, and 2-furylmethylamine the title compound was obtained in 75% purity by LC/MS. MS(ESI+): m/z=418.4. Reactants: CC#CCOc1ccc(S(=O)(=O)CC2(C(=O)NO)CCN(C(=O)C3(C)COC(C)(C)OC3)CC2)cc1, C1CCOC1, CCOC(C)=O, Cl. Product: CC#CCOc1ccc(S(=O)(=O)CC2(C(=O)NO)CCN(C(=O)C(C)(CO)CO)CC2)cc1. RXN SMILES: [CH2:1]([C:2]#[C:3][CH3:4])[O:5][c:6]1[cH:7][cH:8][c:9]([S:12](=[O:13])(=[O:14])[CH2:15][C:16]2([C:33](=[O:34])[NH:35][OH:36])[CH2:17][CH2:18][N:19]([C:22](=[O:23])[C:24]3([CH3:32])[CH2:25][O:26][C:27]([CH3:30])([CH3:31])[O:28][CH2:29]3)[CH2:20][CH2:21]2)[cH:10][cH:11]1.[CH2:38]1[O:39][CH2:40][CH2:41][CH2:42]1.[CH3:43][CH2:44][O:45][C:46]([CH3:47])=[O:48].[ClH:37]>>[CH2:1]([C:2]#[C:3][CH3:4])[O:5][c:6]1[cH:7][cH:8][c:9]([S:12](=[O:13])(=[O:14])[CH2:15][C:16]2([C:33](=[O:34])[NH:35][OH:36])[CH2:17][CH2:18][N:19]([C:22](=[O:23])[C:24]([CH2:25][OH:26])([CH2:29][OH:28])[CH3:32])[CH2:20][CH2:21]2)[cH:10][cH:11]1.